From a dataset of the Open Reaction Database (ORD), a public repository of structured organic reaction records. describe an organic reaction: reactants, conditions, products, and yield Starting materials: CC(C)(C)OC(=O)N1CCC(Oc2ccc3c(c2)cc2n3CCNC2=O)CC1, ClCCl, O=C(O)C(F)(F)F. Product: O=C1NCCn2c1cc1cc(OC3CCNCC3)ccc12. RXN SMILES: [C:1]([O:2][C:3](=[O:4])[N:8]1[CH2:9][CH2:10][CH:11]([O:14][c:15]2[cH:16][c:17]3[cH:18][c:19]4[n:20]([c:21]3[cH:22][cH:23]2)[CH2:24][CH2:25][NH:26][C:27]4=[O:28])[CH2:12][CH2:13]1)([CH3:5])([CH3:6])[CH3:7].[Cl:36][CH2:37][Cl:38].[OH:29][C:30]([C:31]([F:32])([F:33])[F:34])=[O:35]>>[NH:8]1[CH2:9][CH2:10][CH:11]([O:14][c:15]2[cH:16][c:17]3[cH:18][c:19]4[n:20]([c:21]3[cH:22][cH:23]2)[CH2:24][CH2:25][NH:26][C:27]4=[O:28])[CH2:12][CH2:13]1. Reactants: c1ccc(CN2CCNCC2)cc1, CS(=O)(=O)Cl, ClCCl, [Na+], [Na+], O=C([O-])[O-]. The product is CS(=O)(=O)N1CCN(Cc2ccccc2)CC1. RXN SMILES: [CH2:4]([c:5]1[cH:6][cH:7][cH:8][cH:9][cH:10]1)[N:11]1[CH2:12][CH2:13][NH:14][CH2:15][CH2:16]1.[CH3:17][S:18]([Cl:19])(=[O:20])=[O:21].[Cl:1][CH2:2][Cl:3].[Na+:22].[Na+:23].[O-:24][C:25](=[O:26])[O-:27]>>[CH2:4]([c:5]1[cH:6][cH:7][cH:8][cH:9][cH:10]1)[N:11]1[CH2:12][CH2:13][N:14]([S:18]([CH3:17])(=[O:20])=[O:21])[CH2:15][CH2:16]1. Reactants: C(CCC)OC(=O)C=1N=C(C2=CC(=CC=C2C1O)OC=1C=CC2=C(N=C(O2)N(C)C)C1)O (7-(2-dimethylamino-benzooxazol-5-yloxy)-1,4-dihydroxy-isoquinoline-3-carboxylic acid butyl ester), P(=O)(Cl)(Cl)Cl (phosphorus oxychloride), ClC(C)Cl (dichloroethane), C([O-])(O)=O.[Na+] (sodium bicarbonate). Conditions: temperature 120 celsius. Product: C(CCC)OC(=O)C=1N=C(C2=CC(=CC=C2C1O)OC=1C=CC2=C(N=C(O2)N(C)C)C1)Cl (1-Chloro-7-(2-dimethylamino-benzooxazol-5-yloxy)-4-hydroxy-isoquinoline-3-carboxylic acid butyl ester). The yield is 58.1%. Reaction SMILES: [CH2:1]([O:5][C:6]([C:8]1[N:9]=[C:10](O)[C:11]2[C:16]([C:17]=1[OH:18])=[CH:15][CH:14]=[C:13]([O:19][C:20]1[CH:21]=[CH:22][C:23]3[O:27][C:26]([N:28]([CH3:30])[CH3:29])=[N:25][C:24]=3[CH:31]=1)[CH:12]=2)=[O:7])[CH2:2][CH2:3][CH3:4].P(Cl)(Cl)([Cl:35])=O.ClC(Cl)C.C(=O)(O)[O-].[Na+]>>[CH2:1]([O:5][C:6]([C:8]1[N:9]=[C:10]([Cl:35])[C:11]2[C:16]([C:17]=1[OH:18])=[CH:15][CH:14]=[C:13]([O:19][C:20]1[CH:21]=[CH:22][C:23]3[O:27][C:26]([N:28]([CH3:30])[CH3:29])=[N:25][C:24]=3[CH:31]=1)[CH:12]=2)=[O:7])[CH2:2][CH2:3][CH3:4] |f:3.4|. Reported procedure: A mixture of 7-(2-dimethylamino-benzooxazol-5-yloxy)-1,4-dihydroxy-isoquinoline-3-carboxylic acid butyl ester (364 mg, 0.83 mmol), phosphorus oxychloride (92 μL, 1.00 mmol) and dichloroethane (4.5 mL) was stirred at 120° C. in a CEM microwave apparatus for thirty minutes. The mixture was then stirred with saturated sodium bicarbonate for fifteen minutes at ambient temperature. The organic layer was washed with brine, dried over anhydrous sodium sulfate, concentrated in vacuo and the residue was ... The reactants are CCO, CN(C)CCN(C)c1ccc([N+](=O)[O-])nc1. The product is CN(C)CCN(C)c1ccc(N)nc1. Reaction SMILES: [CH3:17][CH2:18][OH:19].[CH3:1][N:2]([CH2:3][CH2:4][N:5]([c:6]1[cH:7][n:8][c:9]([N+:12]([O-:13])=[O:14])[cH:10][cH:11]1)[CH3:15])[CH3:16]>>[CH3:1][N:2]([CH2:3][CH2:4][N:5]([c:6]1[cH:7][n:8][c:9]([NH2:12])[cH:10][cH:11]1)[CH3:15])[CH3:16]. The reactants are CN1CCCC1=O, CCOC(C)=O, O=C1CCCc2cc(F)ccc21, [K+], [K+], O=C([O-])[O-], O, Sc1ccccc1. Yields the product O=C1CCCc2cc(Sc3ccccc3)ccc21. As a reaction SMILES: [CH3:27][N:28]1[CH2:29][CH2:30][CH2:31][C:32]1=[O:33].[CH3:34][CH2:35][O:36][C:37]([CH3:38])=[O:39].[F:1][c:2]1[cH:3][c:4]2[c:9]([cH:10][cH:11]1)[C:8](=[O:12])[CH2:7][CH2:6][CH2:5]2.[K+:20].[K+:21].[O-:22][C:23]([O-:24])=[O:25].[OH2:26].[SH:13][c:14]1[cH:15][cH:16][cH:17][cH:18][cH:19]1>>[c:2]1([S:13][c:14]2[cH:15][cH:16][cH:17][cH:18][cH:19]2)[cH:3][c:4]2[c:9]([cH:10][cH:11]1)[C:8](=[O:12])[CH2:7][CH2:6][CH2:5]2. The reactants are FC1=CC=C(C=C1)[N+](=O)[O-] (4-fluoro-nitrobenzene), FC(OC1=CC=C(C=C1)O)(F)F (4-trifluoromethoxyphenol), CC(C)(C)[O-].[K+] (KOtBu), [H][H] (hydrogen). Reagents/catalysts: [Pd] (Pd/C). Product: FC(OC1=CC=C(OC2=CC=C(N)C=C2)C=C1)(F)F (4-(4-trifluoromethoxyphenoxy)-aniline). As a reaction SMILES: F[C:2]1[CH:7]=[CH:6][C:5]([N+:8]([O-])=O)=[CH:4][CH:3]=1.[F:11][C:12]([F:22])([F:21])[O:13][C:14]1[CH:19]=[CH:18][C:17]([OH:20])=[CH:16][CH:15]=1.CC([O-])(C)C.[K+].[H][H]>[Pd]>[F:11][C:12]([F:21])([F:22])[O:13][C:14]1[CH:19]=[CH:18][C:17]([O:20][C:2]2[CH:7]=[CH:6][C:5]([NH2:8])=[CH:4][CH:3]=2)=[CH:16][CH:15]=1 |f:2.3|. Procedure: Reaction of 4-fluoro-nitrobenzene with 4-trifluoromethoxyphenol in the presence of KOtBu as described in Example 74A, followed by reduction of the nitro group (hydrogen, 10% Pd/C) gave 4-(4-trifluoromethoxyphenoxy)-aniline. The aniline (4.58 g, 17 mmol) was dissolved in conc. HCl (3.1 mL) and ice (4.5 g) cooled to −5 C., then treated with a solution of NaNO2 (1.17 g, 17 mmol) in water (7mL) which was added dropwise. The cold soltion was added to an aqueous (7 mL) solution of potassium xanthate (... Starting materials: resultant solution, C(C)(C)(C)OC(=O)NC1CNCC1 (3-(N-t-butoxycarbonylamino)pyrrolidine), ClC=1C=CN2C(C(=CC=C2C1)C(=O)OCC)=O (Ethyl 8-chloro-4H-quinolizin-4-one-3-carboxylate). Run in N1=CC=CC=C1 (pyridine), N1=CC=CC=C1 (pyridine). Conditions: temperature 70 celsius. The product is Cl.NC1CN(CC1)C=1C=CN2C(C(=CC=C2C1)C(=O)O)=O (8-(3-Amino-1-pyrrolidinyl)-4H-quinolizin-4-one-3-carboxylic acid hydrochloride). Yield: 72.3%. Reaction SMILES: [Cl:1][C:2]1[CH:3]=[CH:4][N:5]2[C:10]([CH:11]=1)=[CH:9][CH:8]=[C:7]([C:12]([O:14]CC)=[O:13])[C:6]2=[O:17].C(OC([NH:25][CH:26]1[CH2:30][CH2:29][NH:28][CH2:27]1)=O)(C)(C)C>N1C=CC=CC=1>[ClH:1].[NH2:25][CH:26]1[CH2:30][CH2:29][N:28]([C:2]2[CH:3]=[CH:4][N:5]3[C:10]([CH:11]=2)=[CH:9][CH:8]=[C:7]([C:12]([OH:14])=[O:13])[C:6]3=[O:17])[CH2:27]1 |f:3.4|. Procedure details: Ethyl 8-chloro-4H-quinolizin-4-one-3-carboxylate (1.0 g, 3.97 mmol), from Step 3, was dissolved in 20 mL of dry pyridine under a nitrogen atmosphere. To the resultant solution was added a solution of 1.85 g (9.92 mmol) of 3-(N-t-butoxycarbonylamino)pyrrolidine in 5 mL of dry pyridine and the reaction mixture was heated at 70° C. for 4.5 hours. The reaction mixture was then concentrated in vacuo in order to remove all of the pyridine. The dry residue (3.124 g) was purified by chromatography on si... Starting materials: [OH-].[Na+] (sodium hydroxide), OS(=O)(=O)O (H2SO4), S(=O)(=O)(O)O.NO (hydroxylamine sulfate), C(C)(=O)C1=CC=CC=C1 (acetophenone). The solvent is CO (methanol), CO (methanol), CO (Methanol). Conditions: temperature 40 celsius, time 5 hour. The product is C(C)(C1=CC=CC=C1)=NO (Acetophenone Oxime). As a reaction SMILES: S(O)(O)(=O)=O.[NH2:6][OH:7].[OH-].[Na+].[C:10]([C:13]1[CH:18]=[CH:17][CH:16]=[CH:15][CH:14]=1)(=O)[CH3:11].OS(O)(=O)=O>CO>[C:10](=[N:6][OH:7])([C:13]1[CH:18]=[CH:17][CH:16]=[CH:15][CH:14]=1)[CH3:11] |f:0.1,2.3|. Procedure details: In a 500 mL 3-neck flask was placed solid hydroxylamine sulfate (28 g; 0.17 mol) and absolute methanol (100 mL) was added to it. The slurry was stirred vigorously using a magnetic bar over a stir plate and a solution of sodium hydroxide pellets (14 g; 0.35 mol) in absolute methanol (175 mL) was then added slowing with cooling in ice bath (<5° C.). At the completion of addition of the solution, acetophenone (40 g; 0.33 mol) was added and stirring in the cold was continued for 5 hours. Concentrate...